Dataset: the Open Reaction Database (ORD), a public repository of structured organic reaction records. Task: describe an organic reaction: reactants, conditions, products, and yield Reactants: CCOC(N)=O, COc1ccc(C(C#N)C=O)cc1OC, Cc1ccccc1, O=S(=O)(O)O. Yields the product CCOC(=O)NC=C(C#N)c1ccc(OC)c(OC)c1. Reaction SMILES: [CH3:16][CH2:17][O:18][C:19]([NH2:20])=[O:21].[CH3:1][O:2][c:3]1[cH:4][c:5]([CH:11]([C:12]#[N:13])[CH:14]=[O:15])[cH:6][cH:7][c:8]1[O:9][CH3:10].[CH3:27][c:28]1[cH:29][cH:30][cH:31][cH:32][cH:33]1.[S:22](=[O:23])(=[O:24])([OH:25])[OH:26]>>[CH3:1][O:2][c:3]1[cH:4][c:5]([C:11]([C:12]#[N:13])=[CH:14][NH:20][C:19]([O:18][CH2:17][CH3:16])=[O:21])[cH:6][cH:7][c:8]1[O:9][CH3:10]. Yield: 53.6%. Starting materials: FC1=C(C=C(C=C1)F)[N+](=O)[O-] (2,5-difluoronitrobenzene), [Na+].CS(=O)[CH2-] (dimsyl sodium), [H-].[Na+] (sodium hydride), CN1CCC(CC1)(O)C#C (N-methyl-4-ethynyl-4-piperidinol). Reported procedure: To a stirred solution of dimsyl sodium prepared from 43.0 g of sodium hydride (50% in oil, washed three times with hexanes) and 1100 ml of dimethylsulfoxide was added, in aliquots, 125 g of N-methyl-4-ethynyl-4-piperidinol at a rate such that the temperature remained below 23°. When the addition was complete, 167 g of 2,5-difluoronitrobenzene was added slowly dropwise at a rate such that the temperature remained below 21°. When the addition was complete, the mixture was poured into ice, extracte... Run in CS(=O)C (dimethylsulfoxide). Product: CN1CCC(CC1)(OC1=C(C=C(C=C1)F)[N+](=O)[O-])C#C (N-Methyl-4-ethynyl-4-(4-fluoro-2-nitrophenoxy)piperidine). Reaction SMILES: [Na+].CS([CH2-])=O.[H-].[Na+].[CH3:8][N:9]1[CH2:14][CH2:13][C:12]([C:16]#[CH:17])([OH:15])[CH2:11][CH2:10]1.F[C:19]1[CH:24]=[CH:23][C:22]([F:25])=[CH:21][C:20]=1[N+:26]([O-:28])=[O:27]>CS(C)=O>[CH3:8][N:9]1[CH2:14][CH2:13][C:12]([C:16]#[CH:17])([O:15][C:19]2[CH:24]=[CH:23][C:22]([F:25])=[CH:21][C:20]=2[N+:26]([O-:28])=[O:27])[CH2:11][CH2:10]1 |f:0.1,2.3|.